This data is from the Open Reaction Database (ORD), a public repository of structured organic reaction records. The task is: describe an organic reaction: reactants, conditions, products, and yield Starting materials: aqueous solution, [OH-].[Na+] (sodium hydroxide), ClC1=NC2=CC(=CC=C2C(=N1)Cl)Cl (2,4,7-trichloroquinazoline). Solvent: C1CCOC1 (THF). Conditions: temperature 0 celsius, time 2 hour. Yields the product ClC1=NC2=CC(=CC=C2C(N1)=O)Cl (2,7-dichloro-4-oxoquinazoline). The yield is 93.0%. As a reaction SMILES: [OH-:1].[Na+].[Cl:3][C:4]1[N:13]=[C:12](Cl)[C:11]2[C:6](=[CH:7][C:8]([Cl:15])=[CH:9][CH:10]=2)[N:5]=1>C1COCC1>[Cl:3][C:4]1[NH:13][C:12](=[O:1])[C:11]2[C:6](=[CH:7][C:8]([Cl:15])=[CH:9][CH:10]=2)[N:5]=1 |f:0.1|. Procedure details: A 1.0 M aqueous solution of sodium hydroxide (19 mL, 19 mmol) was added to a mixture of 2,4,7-trichloroquinazoline (2.0 g, 8.5 mmol) and THF (30 mL) that had been cooled to 0° C. The reaction mixture was allowed to warm to rt and was stirred vigorously for 2 h. The mixture was concentrated to remove the THF, and the remaining aqueous phase was cooled to 0° C. and acidified by addition of 1.0 M aqueous HCl (25 mL). The resulting mixture was allowed to stand at 0° C. for 20 min, the solid was coll... Solvent: CO (methanol). Reported procedure: To a solution of 3,4-dimethoxy-6-(2-bromoisonicotinoyl)benzaldehyde (4.5 g) in methanol (70 ml) is added dropwise hydrazine monohydrate (0.8 ml). The reaction mixture is cooled with ice, and the precipitates are collected by filtration, and recrystallized from methanol to give 2-bromo-4-(6,7-dimethoxyphthalazin-1-yl)pyridine (4.01 g) as yellow crystals. The reactants are COC=1C=C(C=O)C(=CC1OC)C(C1=CC(=NC=C1)Br)=O (3,4-dimethoxy-6-(2-bromoisonicotinoyl)benzaldehyde), O.NN (hydrazine monohydrate). Reaction SMILES: [CH3:1][O:2][C:3]1[CH:4]=[C:5]([C:8]([C:13](=O)[C:14]2[CH:19]=[CH:18][N:17]=[C:16]([Br:20])[CH:15]=2)=[CH:9][C:10]=1[O:11][CH3:12])[CH:6]=O.O.[NH2:23][NH2:24]>CO>[Br:20][C:16]1[CH:15]=[C:14]([C:13]2[C:8]3[C:5](=[CH:4][C:3]([O:2][CH3:1])=[C:10]([O:11][CH3:12])[CH:9]=3)[CH:6]=[N:24][N:23]=2)[CH:19]=[CH:18][N:17]=1 |f:1.2|. Yields the product BrC1=NC=CC(=C1)C1=NN=CC2=CC(=C(C=C12)OC)OC (2-bromo-4-(6,7-dimethoxyphthalazin-1-yl)pyridine). The reactants are C1COCCO1, OCC1CC1, CC(=O)NC(C)c1ccc(N2CC(Oc3ccnc(F)c3)C2)cc1, [H-], [Na+]. Product: CC(=O)NC(C)c1ccc(N2CC(Oc3ccnc(OCC4CC4)c3)C2)cc1. As a reaction SMILES: [CH2:32]1[O:33][CH2:34][CH2:35][O:36][CH2:37]1.[CH:25]1([CH2:28][OH:29])[CH2:26][CH2:27]1.[F:1][c:2]1[n:3][cH:4][cH:5][c:6]([O:8][CH:9]2[CH2:10][N:11]([c:13]3[cH:14][cH:15][c:16]([CH:19]([CH3:20])[NH:21][C:22]([CH3:23])=[O:24])[cH:17][cH:18]3)[CH2:12]2)[cH:7]1.[H-:31].[Na+:30]>>[c:2]1([O:29][CH2:28][CH:25]2[CH2:26][CH2:27]2)[n:3][cH:4][cH:5][c:6]([O:8][CH:9]2[CH2:10][N:11]([c:13]3[cH:14][cH:15][c:16]([CH:19]([CH3:20])[NH:21][C:22]([CH3:23])=[O:24])[cH:17][cH:18]3)[CH2:12]2)[cH:7]1.